From a dataset of the Open Reaction Database (ORD), a public repository of structured organic reaction records. describe an organic reaction: reactants, conditions, products, and yield Starting materials: Clc1nncc2cc(Br)ccc12, Cc1ccc(C(=O)Nc2ccnn2C)cc1B1OC(C)(C)C(C)(C)O1, COCCOC, [Na+], [Na+], O=C([O-])[O-], O, c1ccc(P(c2ccccc2)(c2ccccc2)[Pd](P(c2ccccc2)(c2ccccc2)c2ccccc2)(P(c2ccccc2)(c2ccccc2)c2ccccc2)P(c2ccccc2)(c2ccccc2)c2ccccc2)cc1. Product: Cc1ccc(C(=O)Nc2ccnn2C)cc1-c1ccc2c(Cl)nncc2c1. As a reaction SMILES: [Br:1][c:2]1[cH:3][c:4]2[cH:5][n:6][n:7][c:8]([Cl:12])[c:9]2[cH:10][cH:11]1.[CH3:13][c:14]1[c:15]([B:29]2[O:30][C:31]([CH3:32])([CH3:33])[C:34]([CH3:35])([CH3:36])[O:37]2)[cH:16][c:17]([C:18](=[O:19])[NH:20][c:21]2[cH:22][cH:23][n:24][n:25]2[CH3:26])[cH:27][cH:28]1.[CH3:45][O:46][CH2:47][CH2:48][O:49][CH3:50].[Na+:38].[Na+:39].[O-:40][C:41](=[O:42])[O-:43].[OH2:44].[cH:51]1[cH:52][cH:53][c:54]([P:55]([Pd:56]([P:57]([c:58]2[cH:59][cH:60][cH:61][cH:62][cH:63]2)([c:64]2[cH:65][cH:66][cH:67][cH:68][cH:69]2)[c:70]2[cH:71][cH:72][cH:73][cH:74][cH:75]2)([P:76]([c:77]2[cH:78][cH:79][cH:80][cH:81][cH:82]2)([c:83]2[cH:84][cH:85][cH:86][cH:87][cH:88]2)[c:89]2[cH:90][cH:91][cH:92][cH:93][cH:94]2)[P:95]([c:96]2[cH:97][cH:98][cH:99][cH:100][cH:101]2)([c:102]2[cH:103][cH:104][cH:105][cH:106][cH:107]2)[c:108]2[cH:109][cH:110][cH:111][cH:112][cH:113]2)([c:114]2[cH:115][cH:116][cH:117][cH:118][cH:119]2)[c:120]2[cH:121][cH:122][cH:123][cH:124][cH:125]2)[cH:126][cH:127]1>>[c:2]1(-[c:15]2[c:14]([CH3:13])[cH:28][cH:27][c:17]([C:18](=[O:19])[NH:20][c:21]3[cH:22][cH:23][n:24][n:25]3[CH3:26])[cH:16]2)[cH:3][c:4]2[cH:5][n:6][n:7][c:8]([Cl:12])[c:9]2[cH:10][cH:11]1. Starting materials: C=C1CCC(CO)CC1, ClCCl. Product: C=C1CCC(C=O)CC1. RXN SMILES: [CH2:1]=[C:2]1[CH2:3][CH2:4][CH:5]([CH2:8][OH:9])[CH2:6][CH2:7]1.[Cl:10][CH2:11][Cl:12]>>[CH2:1]=[C:2]1[CH2:3][CH2:4][CH:5]([CH:8]=[O:9])[CH2:6][CH2:7]1. Starting materials: CCCCCBr, CCC1C(=O)Nc2ccc(F)cc2N1C(=O)c1ccc(OC)cc1, CCC1C(=O)N(C)c2cc(F)ccc2N1C(=O)c1cccc(OC)c1, [I-], [K+]. The product is CCCCCN1C(=O)C(CC)N(C(=O)c2ccc(OC)cc2)c2cc(F)ccc21. As a reaction SMILES: [Br:25][CH2:26][CH2:27][CH2:28][CH2:29][CH3:30].[CH2:1]([CH3:2])[CH:3]1[C:4](=[O:24])[NH:5][c:6]2[cH:7][cH:8][c:9]([F:23])[cH:10][c:11]2[N:12]1[C:13]([c:14]1[cH:15][cH:16][c:17]([O:20][CH3:21])[cH:18][cH:19]1)=[O:22].[CH2:33]([CH:34]1[N:35]([C:36](=[O:37])[c:38]2[cH:39][cH:40][cH:41][c:42]([O:43][CH3:44])[cH:45]2)[c:46]2[c:47]([cH:48][c:49]([F:50])[cH:51][cH:52]2)[N:53]([CH3:54])[C:55]1=[O:56])[CH3:57].[I-:32].[K+:31]>>[CH2:1]([CH3:2])[CH:3]1[C:4](=[O:24])[N:5]([CH2:26][CH2:27][CH2:28][CH2:29][CH3:30])[c:6]2[cH:7][cH:8][c:9]([F:23])[cH:10][c:11]2[N:12]1[C:13]([c:14]1[cH:15][cH:16][c:17]([O:20][CH3:21])[cH:18][cH:19]1)=[O:22]. Reactants: O=Cc1cc(Br)cs1, CC(C)=O, O=[Cr](=O)=O, O, O=S(=O)(O)O. Product: O=C(O)c1cc(Br)cs1. As a reaction SMILES: [Br:10][c:11]1[cH:12][c:13]([CH:16]=[O:17])[s:14][cH:15]1.[CH3:19][C:20](=[O:21])[CH3:22].[O:1]=[Cr:2](=[O:3])=[O:4].[OH2:18].[S:5]([OH:6])(=[O:7])(=[O:8])[OH:9]>>[OH:6][C:16]([c:13]1[cH:12][c:11]([Br:10])[cH:15][s:14]1)=[O:17].